From a dataset of the Open Reaction Database (ORD), a public repository of structured organic reaction records. describe an organic reaction: reactants, conditions, products, and yield Reactants: C([O-])(O)=O.[Na+] (sodium bicarbonate), NC1=CC=2C(C3=CC=CC=C3C2C=C1)=O (2-amino-9-fluorenone), ClCC(=O)Cl (chloroacetyl chloride). Solvent: C(C)(=O)OCC (ethyl acetate). Conditions: time 1 hour. Product: C1=CC=CC=2C3=CC=CC=C3C(C12)=O (9-fluorenone). Yield: 105.8%. Reaction SMILES: C(=O)(O)[O-].[Na+].N[C:7]1[CH:19]=[CH:18][C:17]2[C:16]3[C:11](=[CH:12][CH:13]=[CH:14][CH:15]=3)[C:10](=[O:20])[C:9]=2[CH:8]=1.ClCC(Cl)=O>C(OCC)(=O)C>[CH:12]1[C:11]2[C:10](=[O:20])[C:9]3[C:17](=[CH:18][CH:19]=[CH:7][CH:8]=3)[C:16]=2[CH:15]=[CH:14][CH:13]=1 |f:0.1|. Procedure: A saturated solution of sodium bicarbonate (5 mL) was added to a solution of 2-amino-9-fluorenone (190 mg. 0.97 mmol) in ethyl acetate (5 mL). Next, chloroacetyl chloride (0.4 mL, 4.8 mmol) was added, and the reaction mixture was stirred at room temperature for 1 hour. The ethyl acetate layer was separated, and washed thoroughly with cold water. It was then dried under vacuum to give 2-N-chloroacetyl)-9-fluorenone (185 mg, 70%). Starting materials: CC=1N=C(OC1CO)C1=CC=C(C=C1)C(F)(F)F.CC=1N=C(OC1C=O)C1=CC=C(C=C1)C(F)(F)F (4-Methyl-2-(4-trifluoromethyl-phenyl)-oxazole-5-carbaldehyde [4-Methyl-2-(4-trifluoromethyl-phenyl)-oxazol-5-yl]-methanol), ClCCl (dichloromethane), CC(=O)OI1(C=2C=CC=CC2C(=O)O1)(OC(=O)C)OC(=O)C (Dess-Martin periodinane). The solvent is C(O)([O-])=O.[Na+] (sodium hydrogen carbonate). Reaction conditions: time 4 hour. Yields the product CC=1N=C(OC1C=O)C1=CC=C(C=C1)C(F)(F)F (4-methyl-2-(4-trifluoromethyl-phenyl)-oxazole-5-carbaldehyde). RXN SMILES: [CH3:1][C:2]1[N:3]=[C:4]([C:9]2[CH:14]=[CH:13][C:12]([C:15]([F:18])([F:17])[F:16])=[CH:11][CH:10]=2)[O:5][C:6]=1[CH2:7][OH:8].CC1N=C(C2C=CC(C(F)(F)F)=CC=2)OC=1C=O.ClCCl.CC(OI1(OC(C)=O)(OC(C)=O)OC(=O)C2C=CC=CC1=2)=O>C(=O)([O-])O.[Na+]>[CH3:1][C:2]1[N:3]=[C:4]([C:9]2[CH:10]=[CH:11][C:12]([C:15]([F:18])([F:16])[F:17])=[CH:13][CH:14]=2)[O:5][C:6]=1[CH:7]=[O:8] |f:0.1,4.5|. Reported procedure: 4-Methyl-2-(4-trifluoromethyl-phenyl)-oxazole-5-carbaldehyde [4-Methyl-2-(4-trifluoromethyl-phenyl)-oxazol-5-yl]-methanol (2.42 g, 9.41 mmol) and 100 mL dichloromethane are stirred at room temperature. Dess-Martin periodinane (8.0 g, 18.8 mmol) is added and the resulting mixture is stirred 4 hr at room temperature. The mixture is diluted with 100 mL saturated sodium hydrogen carbonate. The organic layer is separated, washed with 50 mL each of water and brine, dried over anhydrous magnesium sulfa... Reactants: O.O.Cl[Sn]Cl (SnCl2.2H2O), NC=1C(=NC(=CC1)NC1=CC(=CC(=C1)F)F)C#N (3-amino-6-(3,5-difluorophenylamino)picolinonitrile), N(=O)[O-].[Na+] (NaNO2). Run in Cl (hydrochloric acid), Cl (hydrochloric acid), O (water). Run at temperature 2.5 celsius, time 20 minute. Yields the product FC=1C=C(C=C(C1)F)NC1=CC=C2C(=N1)C(=NN2)N (5-(3,5-difluorophenylamino)-1H-pyrazolo[4,3-b]pyridin-3-amine). Reaction SMILES: [N:1]([O-])=O.[Na+].[NH2:5][C:6]1[C:7]([C:21]#[N:22])=[N:8][C:9]([NH:12][C:13]2[CH:18]=[C:17]([F:19])[CH:16]=[C:15]([F:20])[CH:14]=2)=[CH:10][CH:11]=1.O.O.Cl[Sn]Cl>O.Cl>[F:19][C:17]1[CH:18]=[C:13]([NH:12][C:9]2[N:8]=[C:7]3[C:21]([NH2:1])=[N:22][NH:5][C:6]3=[CH:11][CH:10]=2)[CH:14]=[C:15]([F:20])[CH:16]=1 |f:0.1,3.4.5|. Procedure details: A solution of 713 mg of NaNO2 (10.3 mmol) in water (5 ml) is added, drop by drop, to a stirring solution of 2.3 g of 3-amino-6-(3,5-difluorophenylamino)picolinonitrile (9.4 mmol) in 100 ml of 6 N hydrochloric acid at 0° C. The mixture is stirred for 20 minutes at 0-5° C. A solution of 5.3 g of SnCl2.2H2O (23.5 mmol, 2.5 eq) in hydrochloric acid (12 N solution, 30 ml) is then added drop by drop and the solution is stirred for 1 hour at room temperature. The reaction medium is then cooled at 0° C....